Dataset: the Open Reaction Database (ORD), a public repository of structured organic reaction records. Task: describe an organic reaction: reactants, conditions, products, and yield The reactants are C(C)OC(=O)C1=NN2C(NC=3C=CC=CC3C2=C1)=O (5,6-dihydro-5-oxopyrazolo-[1,5-c]quinazoline-2-carboxylic acid ethyl ester), [H-].C(C(C)C)[Al+]CC(C)C (di-isobutylaluminum hydride), [H-].C(C(C)C)[Al+]CC(C)C (Dibal). Run in ClCCl (dichloromethane). Reaction conditions: time 45 minute. Product: OCC1=NN2C(NC=3C=CC=CC3C2=C1)=O (2-(Hydroxymethyl)pyrazolo[1,5-c]quinazolin-5(6H)-one). RXN SMILES: C([O:3][C:4]([C:6]1[CH:18]=[C:17]2[N:8]([C:9](=[O:19])[NH:10][C:11]3[CH:12]=[CH:13][CH:14]=[CH:15][C:16]=32)[N:7]=1)=O)C.[H-].C([Al+]CC(C)C)C(C)C>ClCCl>[OH:3][CH2:4][C:6]1[CH:18]=[C:17]2[N:8]([C:9](=[O:19])[NH:10][C:11]3[CH:12]=[CH:13][CH:14]=[CH:15][C:16]=32)[N:7]=1 |f:1.2|. Reported procedure: 1.28 g (0.005 mole) of 5,6-dihydro-5-oxopyrazolo-[1,5-c]quinazoline-2-carboxylic acid ethyl ester prepared as described in Example 2A is suspended in 100 ml of dichloromethane and treated with 7.9 ml (0.011 mole) of 20% di-isobutylaluminum hydride (Dibal). The resultant yellow solution is stirred at room temperature for 45 minutes, 2.0 ml (0.003 M) of Dibal solution is added and stirring continued for 17 hours. Starting materials: C6, C(C1=CC=CC=C1)N1[C@@]2([C@@](CC[C@H]1C(C2)C(=O)OC(C)(C)C)(O)C#CCO)C2=CC=CC=C2 ((1R*,2S*,5S*,6RS)-8-benzyl-2-(3-hydroxypropynyl)-1-phenyl-6-(tert-butoxycarbonyl)-8-azabicylco[3.2.1]octan-2-ol). Reagents/catalysts: [Pd].CC(=O)[O-].CC(=O)[O-].[Pb+2] (Lindlar catalyst). Solvent: C(C)(=O)OCC (ethyl acetate). Run at time 45 minute. The product is C(C1=CC=CC=C1)N1[C@@]2([C@@](CC[C@H]1C(C2)C(=O)OC(C)(C)C)(O)\C=C/CO)C2=CC=CC=C2 ((1R*,2S*,5S*,6RS)-8-Benzyl-6-(tert-butoxycarbonyl)-2-[(Z)-3-hydroxypropenyl]-1-phenyl-8-azabicyclo[3.2.1]octan-2-ol). Isolated yield 100.0%. Reaction SMILES: [CH2:1]([N:8]1[C@@H:13]2[CH:14]([C:16]([O:18][C:19]([CH3:22])([CH3:21])[CH3:20])=[O:17])[CH2:15][C@@:9]1([C:28]1[CH:33]=[CH:32][CH:31]=[CH:30][CH:29]=1)[C@:10]([C:24]#[C:25][CH2:26][OH:27])([OH:23])[CH2:11][CH2:12]2)[C:2]1[CH:7]=[CH:6][CH:5]=[CH:4][CH:3]=1>[Pd].CC([O-])=O.CC([O-])=O.[Pb+2].C(OCC)(=O)C>[CH2:1]([N:8]1[C@@H:13]2[CH:14]([C:16]([O:18][C:19]([CH3:22])([CH3:21])[CH3:20])=[O:17])[CH2:15][C@@:9]1([C:28]1[CH:29]=[CH:30][CH:31]=[CH:32][CH:33]=1)[C@:10](/[CH:24]=[CH:25]\[CH2:26][OH:27])([OH:23])[CH2:11][CH2:12]2)[C:2]1[CH:7]=[CH:6][CH:5]=[CH:4][CH:3]=1 |f:1.2.3.4|. Procedure: A mixture of (1R*,2S*,5S*,6RS)-8-benzyl-2-(3-hydroxypropynyl)-1-phenyl-6-(tert-butoxycarbonyl)-8-azabicylco[3.2.1]octan-2-ol (Description 25; a 3:1 mixture of C6 epimers, 4 g, 8.9 mmol), Lindlar catalyst (800 mg) and ethyl acetate (30 ml) was stirred under hydrogen atmosphere (1 atm) at room temperature for 45 minutes. The reaction mixture was filtered through a pad of Celite™. The filtrate was concentrated to give the title compound (4.0 g, 100%) as a 3:1 mixture of C6 epimers. Starting materials: Cc1nc2cccc(Cl)c2nc1O, [NH4+], [OH-], O=P(Cl)(Cl)Cl. Product: Cc1nc2cccc(Cl)c2nc1Cl. RXN SMILES: [Cl:1][c:2]1[cH:3][cH:4][cH:5][c:6]2[n:7][c:8]([CH3:13])[c:9]([OH:12])[n:10][c:11]12.[NH4+:20].[OH-:19].[P:14]([Cl:15])([Cl:16])([Cl:17])=[O:18]>>[Cl:1][c:2]1[cH:3][cH:4][cH:5][c:6]2[n:7][c:8]([CH3:13])[c:9]([Cl:16])[n:10][c:11]12. Starting materials: C(C=C)N1CC(C(C1)C1=CSC=C1)C(=O)OC (1-allyl-3-(SR)-carbomethoxy-4-(RS)-(3-thienyl)pyrrolidine), solution, [H-].[Al+3].[Li+].[H-].[H-].[H-] (lithium aluminum hydride), O (water), [OH-].[Na+] (NaOH). The solvent is C1CCOC1 (THF). Conditions: time 12 hour. Yields the product OCC1CNCC1C1=CSC=C1 (3-(SR)-Hydroxymethyl-4-(RS)-(3-thienyl)pyrrolidine). RXN SMILES: C([N:4]1[CH2:8][CH:7]([C:9]2[CH:13]=[CH:12][S:11][CH:10]=2)[CH:6]([C:14](OC)=[O:15])[CH2:5]1)C=C.[H-].[Al+3].[Li+].[H-].[H-].[H-].O.[OH-].[Na+]>C1COCC1>[OH:15][CH2:14][CH:6]1[CH:7]([C:9]2[CH:13]=[CH:12][S:11][CH:10]=2)[CH2:8][NH:4][CH2:5]1 |f:1.2.3.4.5.6,8.9|. Procedure: To a solution of 6.1 g (24.5 mmol) of 1-allyl-3-(SR)-carbomethoxy-4-(RS)-(3-thienyl)pyrrolidine in 50 mL of TMF at 0° C. was added 49 mL (49 mmol) of a 1 M solution of lithium aluminum hydride in THF and the reaction was stirred at rt for 12 h. To the reaction mixture was then added 5 mL of water and 5 mL of 2N NaOH. The reaction mixture was extracted with ethyl acetate and the combined organic fractions were washed with sat'd NaCl solution, dried over Na2SO4, filtered and the filtrate was conce... Starting materials: BrC=1C=C2C(=NC1)NC(N2)=O (6-bromo-1,3-dihydro-imidazo[4,5-b]pyridin-2-one), O=P(Cl)(Cl)Cl (POCl3). The product is BrC=1C=C2C(=NC1)NC(=N2)Cl (6-bromo-2-chloro-3H-imidazo[4,5-b]pyridine). As a reaction SMILES: [Br:1][C:2]1[CH:3]=[C:4]2[NH:10][C:9](=O)[NH:8][C:5]2=[N:6][CH:7]=1.O=P(Cl)(Cl)[Cl:14]>>[Br:1][C:2]1[CH:3]=[C:4]2[N:10]=[C:9]([Cl:14])[NH:8][C:5]2=[N:6][CH:7]=1. Procedure: Reflux 6-bromo-1,3-dihydro-imidazo[4,5-b]pyridin-2-one (5 g) for 14 h in POCl3 (50 mL). Evaporate the solvent in vacuo, then carefully neutralize with saturated NaHCO3, and extract with EtOAc. Dry over Na2SO4, concentrate under vacuum, and purify by flash chromatography (1 :1 hexanes/EtOAc) to obtain 6-bromo-2-chloro-3H-imidazo[4,5-b]pyridine. Product: CN1CCCC2=CC=CC(=C12)CS(=O)C=1NC2=C(N1)C=CC=C2 (1-methyl-8-(2-benzimidazolyl)sulfinylmethyl-1,2,3,4-tetrahydroquinoline). RXN SMILES: [N:1]1[C:5]2[CH:6]=[CH:7][CH:8]=[CH:9][C:4]=2[NH:3][C:2]=1[S:10]([CH2:12][C:13]1[CH:14]=[CH:15][CH:16]=[C:17]2[C:22]=1[NH:21][CH2:20][CH2:19][CH2:18]2)=[O:11].[H-].[Na+].[CH3:25]I>CN(C)C=O>[CH3:25][N:21]1[C:22]2[C:17](=[CH:16][CH:15]=[CH:14][C:13]=2[CH2:12][S:10]([C:2]2[NH:1][C:5]3[CH:6]=[CH:7][CH:8]=[CH:9][C:4]=3[N:3]=2)=[O:11])[CH2:18][CH2:19][CH2:20]1 |f:1.2|. The reactants are [H-].[Na+] (Sodium hydride), N1=C(NC2=C1C=CC=C2)S(=O)CC=2C=CC=C1CCCNC21 (8-(2-Benzimidazolyl)sulfinylmethyl-1,2,3,4-tetrahydroquinoline), CI (methyl iodide). Procedure: 8-(2-Benzimidazolyl)sulfinylmethyl-1,2,3,4-tetrahydroquinoline (14.9 g) was dissolved in dimethyl formamide (150 ml). Sodium hydride (60% in oil, 2.2 g) was added thereto with stirring under ice-cooling, and the mixture was stirred for 30 minutes. Sequentially, methyl iodide (8.5 g) was added dropwise to the reaction mixture and the mixture was stirred for 5 hours at 70° to 80° C. After distilling off the solvent, the residue was poured into water and the mixture was extracted with chloroform. T... Solvent: CN(C=O)C (dimethyl formamide). Yield: 13.5%.